This data is from the Open Reaction Database (ORD), a public repository of structured organic reaction records. The task is: describe an organic reaction: reactants, conditions, products, and yield Starting materials: CS(=O)(=O)Cl (Methanesulphonyl chloride), CN(CC=1OC2=C(C1)C=C(C=C2)N)CCC2=CC=C(C=C2)N (N-methyl-N-(5-aminobenzofur-2-ylmethyl)-4aminophenethylamine). The solvent is N1=CC=CC=C1 (pyridine). Reaction conditions: time 18 hour. Yields the product CN(CC=1OC2=C(C1)C=C(C=C2)NS(=O)(=O)C)CCC2=CC=C(C=C2)NS(=O)(=O)C (N-Methyl-N-(5-methanesulphonamidobenzofur-2-ylmethyl)-4-methanesulphonamidophenethylamine). As a reaction SMILES: [CH3:1][S:2](Cl)(=[O:4])=[O:3].[CH3:6][N:7]([CH2:19][CH2:20][C:21]1[CH:26]=[CH:25][C:24]([NH2:27])=[CH:23][CH:22]=1)[CH2:8][C:9]1[O:10][C:11]2[CH:17]=[CH:16][C:15]([NH2:18])=[CH:14][C:12]=2[CH:13]=1>N1C=CC=CC=1>[CH3:6][N:7]([CH2:19][CH2:20][C:21]1[CH:22]=[CH:23][C:24]([NH:27][S:2]([CH3:1])(=[O:4])=[O:3])=[CH:25][CH:26]=1)[CH2:8][C:9]1[O:10][C:11]2[CH:17]=[CH:16][C:15]([NH:18][S:2]([CH3:1])(=[O:4])=[O:3])=[CH:14][C:12]=2[CH:13]=1. Procedure: Methanesulphonyl chloride (0.76 g, 6.6 mmole) was added dropwise to a solution of N-methyl-N-(5-aminobenzofur-2-ylmethyl)-4aminophenethylamine (See Preparation 3 - 0.9 g, 3.0 mmole) in pyridine (25 ml) and the mixture was stirred at room temperature for 18 hours. The solvent was then evaporated and the residue diluted with aqueous sodium bicarbonate and extracted three times with methylene chloride. The combined organic extracts were dried (MgSO4) and evaporated, and the residue was purified by ...